This data is from the Open Reaction Database (ORD), a public repository of structured organic reaction records. The task is: describe an organic reaction: reactants, conditions, products, and yield Reactants: O=C1CCC(=O)N1Br, ClC(Cl)Cl, CC(C)c1ccnc(N)n1. RXN SMILES: [Br:1][N:2]1[C:3](=[O:4])[CH2:5][CH2:6][C:7]1=[O:8].[CH:19]([Cl:20])([Cl:21])[Cl:22].[CH:9]([CH3:10])([CH3:11])[c:12]1[n:13][c:14]([NH2:18])[n:15][cH:16][cH:17]1>>[Br:1][c:17]1[c:12]([CH:9]([CH3:10])[CH3:11])[n:13][c:14]([NH2:18])[n:15][cH:16]1. Product: CC(C)c1nc(N)ncc1Br. The reactants are O (water), [C@@H]12C[C@@H](CCC1)C(=O)OC2=O (cis-1,3-Cyclohexanedicarboxylic Anhydride), C(C)(C)O (isopropanol), C1(=CC=C(C=C1)S(=O)(=O)O)C (p-Toluenesulfonic acid). Run in C1(=CC=CC=C1)C (toluene). The product is [C@H]1(C[C@@H](CCC1)C(=O)OC(C)C)C(=O)OC(C)C (Di-i-propyl cis-1,3-Cyclohexanedicarboxylate). RXN SMILES: [C@H:1]12[C:10](=[O:11])[O:9][C:7](=[O:8])[C@H:3]([CH2:4][CH2:5][CH2:6]1)[CH2:2]2.[CH:12]([OH:15])([CH3:14])[CH3:13].[C:16]1(C)[CH:21]=CC(S(O)(=O)=O)=C[CH:17]=1.O>C1(C)C=CC=CC=1>[C@H:3]1([C:7]([O:9][CH:16]([CH3:21])[CH3:17])=[O:8])[CH2:4][CH2:5][CH2:6][C@@H:1]([C:10]([O:15][CH:12]([CH3:14])[CH3:13])=[O:11])[CH2:2]1. Reported procedure: Anhydride 1 (1.21 g; 7.8 mmol) was dissolved in isopropanol (6.0 mL; 78 mmol; 10 equiv) and toluene (6 mL). p-Toluenesulfonic acid (74 mg; 0.39 mmol; 0.05 equiv) was added and the reaction mixture was heated to reflux under conditions where water could be continuously distilled using a Dean-Stark trap. After 7 hr at reflux, GC analysis indicated >96% conversion to 2d. The reaction mixture was washed with saturated aqueous sodium bicarbonate (2×10 mL). The organic solution was dried over MgSO4 an... Starting materials: CCN(C(C)C)C(C)C, CON1CCC2(CC1)NC(=O)C(c1cc(C)ccc1C)=C2O, COC(=O)Cl, Clc1ccccc1. Yields the product COC(=O)OC1=C(c2cc(C)ccc2C)C(=O)NC12CCN(OC)CC2. Reaction SMILES: [CH2:23]([N:24]([CH:25]([CH3:26])[CH3:27])[CH:28]([CH3:29])[CH3:30])[CH3:31].[CH3:1][c:2]1[c:3]([C:9]2=[C:13]([OH:14])[C:12]3([NH:11][C:10]2=[O:22])[CH2:15][CH2:16][N:17]([O:20][CH3:21])[CH2:18][CH2:19]3)[cH:4][c:5]([CH3:8])[cH:6][cH:7]1.[Cl:32][C:33](=[O:34])[O:35][CH3:36].[Cl:37][c:38]1[cH:39][cH:40][cH:41][cH:42][cH:43]1>>[CH3:1][c:2]1[c:3]([C:9]2=[C:13]([O:14][C:33](=[O:34])[O:35][CH3:36])[C:12]3([NH:11][C:10]2=[O:22])[CH2:15][CH2:16][N:17]([O:20][CH3:21])[CH2:18][CH2:19]3)[cH:4][c:5]([CH3:8])[cH:6][cH:7]1. Starting materials: COC(CC(C)(C)N1C=NC(=C1)NC(C(CCC)N)=O)=O (3-[4-(2-Amino-pentanoylamino)-imidazol-1-yl]-3-methyl-butyric acid methyl ester), O[C@H](C(=O)O)C(C)(C)C ((S)-2-hydroxy-3,3-dimethyl-butyric acid). Product: COC(CC(C)(C)N1C=NC(=C1)NC(C(CCC)NC(C(C(C)(C)C)O)=O)=O)=O (3-{4-[2-(2-Hydroxy-3,3-dimethyl-butyrylamino)-pentanoylamino]-imidazol-1-yl}-3-methyl-butyric acid methyl ester). RXN SMILES: [CH3:1][O:2][C:3](=[O:21])[CH2:4][C:5]([N:8]1[CH:12]=[C:11]([NH:13][C:14](=[O:20])[CH:15]([NH2:19])[CH2:16][CH2:17][CH3:18])[N:10]=[CH:9]1)([CH3:7])[CH3:6].[OH:22][C@@H:23]([C:27]([CH3:30])([CH3:29])[CH3:28])[C:24](O)=[O:25]>>[CH3:1][O:2][C:3](=[O:21])[CH2:4][C:5]([N:8]1[CH:12]=[C:11]([NH:13][C:14](=[O:20])[CH:15]([NH:19][C:24](=[O:25])[CH:23]([OH:22])[C:27]([CH3:30])([CH3:29])[CH3:28])[CH2:16][CH2:17][CH3:18])[N:10]=[CH:9]1)([CH3:6])[CH3:7]. Reported procedure: 3-[4-(2-Amino-pentanoylamino)-imidazol-1-yl]-3-methyl-butyric acid methyl ester was coupled with (S)-2-hydroxy-3,3-dimethyl-butyric acid to provide the title compound: C13 NMR (100 MHz, CDCl3) 13.9, 19.1, 26.3, 28.1, 35.2, 35.3, 47.1, 51.9, 52.7, 56.4, 79.9, 105.0, 131.0, 137.6, 169.3, 170.1, 173.1; MS m/z 411.1 (M+1). Starting materials: C#CC=CCO[Si](C)(C)C(C)(C)C, CC#N, [Cu]I, Nc1c(I)ncnc1Oc1ccccc1. Product: CC(C)(C)[Si](C)(C)OCC=CC#Cc1ncnc(Oc2ccccc2)c1N. As a reaction SMILES: [C:16]([CH3:17])([CH3:18])([CH3:19])[Si:20]([O:21][CH2:22][CH:23]=[CH:24][C:25]#[CH:26])([CH3:27])[CH3:28].[CH3:29][C:30]#[N:31].[Cu:32][I:33].[I:1][c:2]1[n:3][cH:4][n:5][c:6]([O:9][c:10]2[cH:11][cH:12][cH:13][cH:14][cH:15]2)[c:7]1[NH2:8]>>[c:2]1([C:26]#[C:25][CH:24]=[CH:23][CH2:22][O:21][Si:20]([C:16]([CH3:17])([CH3:18])[CH3:19])([CH3:27])[CH3:28])[n:3][cH:4][n:5][c:6]([O:9][c:10]2[cH:11][cH:12][cH:13][cH:14][cH:15]2)[c:7]1[NH2:8]. Starting materials: C(C)OC(=O)C=1C=NN(C1C)C1=NC=C(C=C1C)Cl (1-(5-chloro-3-methylpyridin-2-yl)-5-methyl-1H-pyrazole-4-carboxylic acid ethyl ester), C1(CC1)B(O)O (cyclopropylboronic acid), P(=O)([O-])([O-])[O-].[K+].[K+].[K+] (tripotassium phosphate), C(Cl)(Cl)Cl (chloroform). Reagents/catalysts: C(C)(C)(C)P([C-]1C=CC=C1)C(C)(C)C.[C-]1(C=CC=C1)P(C(C)(C)C)C(C)(C)C.[Fe+2] (1,1′-bis(di-tert-butylphosphino)ferrocene), C(C)(=O)[O-].[Pd+2].C(C)(=O)[O-] (palladium acetate). Solvent: O1CCOCC1 (1,4-dioxane). The product is C(C)OC(=O)C=1C=NN(C1C)C1=NC=C(C=C1C)C1CC1 (1-(5-cyclopropyl-3-methylpyridin-2-yl)-5-methyl-1H-pyrazole-4-carboxylic acid ethyl ester). Isolated yield 75.5%. As a reaction SMILES: [CH2:1]([O:3][C:4]([C:6]1[CH:7]=[N:8][N:9]([C:12]2[C:17]([CH3:18])=[CH:16][C:15](Cl)=[CH:14][N:13]=2)[C:10]=1[CH3:11])=[O:5])[CH3:2].[CH:20]1(B(O)O)[CH2:22][CH2:21]1.P([O-])([O-])([O-])=O.[K+].[K+].[K+].C(Cl)(Cl)Cl>O1CCOCC1.C(P(C(C)(C)C)[C-]1C=CC=C1)(C)(C)C.[C-]1(P(C(C)(C)C)C(C)(C)C)C=CC=C1.[Fe+2].C([O-])(=O)C.[Pd+2].C([O-])(=O)C>[CH2:1]([O:3][C:4]([C:6]1[CH:7]=[N:8][N:9]([C:12]2[C:17]([CH3:18])=[CH:16][C:15]([CH:20]3[CH2:22][CH2:21]3)=[CH:14][N:13]=2)[C:10]=1[CH3:11])=[O:5])[CH3:2] |f:2.3.4.5,8.9.10,11.12.13|. Procedure details: A suspension of 1-(5-chloro-3-methylpyridin-2-yl)-5-methyl-1H-pyrazole-4-carboxylic acid ethyl ester (600 mg), cyclopropylboronic acid (369 mg), 1,1′-bis(di-tert-butylphosphino)ferrocene (51 mg), palladium acetate (24 mg) and tripotassium phosphate (1.83 g) in 1,4-dioxane (5 ml) was stirred under reflux for 6 hours. After completion of the reaction, the mixture was allowed to cool, and chloroform was added, filtered through Celite, and then the filtrate was evaporated in vacuo. The obtained resi... Starting materials: CC(=O)c1ccc(F)c(Br)c1, CC[SiH](CC)CC, O=C(O)C(F)(F)F. Yields the product CCc1ccc(F)c(Br)c1. RXN SMILES: [Br:1][c:2]1[cH:3][c:4]([C:9]([CH3:10])=[O:11])[cH:5][cH:6][c:7]1[F:8].[CH2:12]([SiH:13]([CH2:14][CH3:15])[CH2:16][CH3:17])[CH3:18].[F:19][C:20]([F:21])([F:22])[C:23]([OH:24])=[O:25]>>[Br:1][c:2]1[cH:3][c:4]([CH2:9][CH3:10])[cH:5][cH:6][c:7]1[F:8]. The reactants are CON1CCC(CC1)OS(=O)(=O)C (Methanesulfonic acid 1-methoxy-piperidin-4-yl ester), [C-]#N.[Na+] (sodium cyanide), C([O-])(O)=O.[Na+] (sodium bicarbonate), O (water). Reagents/catalysts: [C-]#N.C(CCC)[N+](CCCC)(CCCC)CCCC (tetrabutylammonium cyanide). Solvent: CS(=O)C (dimethylsulfoxide). Run at temperature 55 celsius. Product: CON1CCC(CC1)C#N (1-methoxy-piperidine-4-carbonitrile). Isolated yield 86.6%. RXN SMILES: [CH3:1][O:2][N:3]1[CH2:8][CH2:7][CH:6](OS(C)(=O)=O)[CH2:5][CH2:4]1.[C-:14]#[N:15].[Na+].C(=O)(O)[O-].[Na+].O>[C-]#N.C([N+](CCCC)(CCCC)CCCC)CCC.CS(C)=O>[CH3:1][O:2][N:3]1[CH2:8][CH2:7][CH:6]([C:14]#[N:15])[CH2:5][CH2:4]1 |f:1.2,3.4,6.7|. Procedure: 200 mg Methanesulfonic acid 1-methoxy-piperidin-4-yl ester (from Step 2), 251 mg tetrabutylammonium cyanide and 272 mg sodium cyanide were mixed in 1 ml dimethylsulfoxide, and heated to 55° C. for 18 hours. Then the mixture was cooled to room temperature, 1 ml saturated aqueous sodium bicarbonate and 3 ml water were added, and extracted three times with diethyl ether. The organic layer was dried over anhydrous sodium sulfate and the solvent evaporated. The residue was purified by chromatography ...